From a dataset of the Open Reaction Database (ORD), a public repository of structured organic reaction records. describe an organic reaction: reactants, conditions, products, and yield The reactants are C(CC(O)(C(=O)O)CC(=O)O)(=O)O (citric acid), N12CCCCCC2=NCCC1 (1,8-diazabicyclo[5.4.0]undec-7-ene), N[C@]1([C@@H]2N(C(C(CS2)=C)C(=O)OC(C2=CC=CC=C2)C2=CC=CC=C2)C1=O)NC=O (diphenylmethyl 7β-amino-7α-formamido-3-methylenecepham-4-carboxylate), BrC(C(=O)OCC)(C(=O)OCC)Br (diethyl dibromomalonate). The solvent is C(C)(=O)OCC (ethyl acetate), O1CCCC1 (tetrahydrofuran), O1CCCC1 (tetrahydrofuran). Product: N[C@]1([C@@H]2N(C(=C(CS2)CBr)C(=O)OC(C2=CC=CC=C2)C2=CC=CC=C2)C1=O)NC=O (Diphenylmethyl 7β-Amino-3-bromomethyl-7α-formamidoceph-3-em-4-carboxylate). Yield: 69.5%. Reaction SMILES: N12CCCN=C1CCCCC2.[NH2:12][C@:13]1([NH:39][CH:40]=[O:41])[C:37](=[O:38])[N:15]2[CH:16]([C:21]([O:23][CH:24]([C:31]3[CH:36]=[CH:35][CH:34]=[CH:33][CH:32]=3)[C:25]3[CH:30]=[CH:29][CH:28]=[CH:27][CH:26]=3)=[O:22])[C:17](=[CH2:20])[CH2:18][S:19][C@H:14]12.[Br:42]C(Br)(C(OCC)=O)C(OCC)=O.C(O)(=O)CC(CC(O)=O)(C(O)=O)O>O1CCCC1.C(OCC)(=O)C>[NH2:12][C@:13]1([NH:39][CH:40]=[O:41])[C:37](=[O:38])[N:15]2[C:16]([C:21]([O:23][CH:24]([C:31]3[CH:32]=[CH:33][CH:34]=[CH:35][CH:36]=3)[C:25]3[CH:30]=[CH:29][CH:28]=[CH:27][CH:26]=3)=[O:22])=[C:17]([CH2:20][Br:42])[CH2:18][S:19][C@H:14]12. Procedure: A solution of 1,8-diazabicyclo[5.4.0]undec-7-ene (24 mg) in dry tetrahydrofuran (5 ml) was added over 5 min to a solution of diphenylmethyl 7β-amino-7α-formamido-3-methylenecepham-4-carboxylate (prepared above)(739 mg) in dry tetrahydrofuran (30 ml) containing diethyl dibromomalonate (999 mg) at -70° C. under argon. After 25 min the mixture was added to a mixture of ethyl acetate (150 ml) and 5% (w/v) aqueous citric acid (100 ml). The phases were separated and the organic phase washed with water... Reaction SMILES: Cl[CH2:2][CH:3]([OH:11])[CH2:4][S:5][CH2:6][CH:7]([OH:10])[CH2:8]Cl.[OH-].[Na+]>C1(C)C=CC=CC=1>[O:10]1[CH2:8][CH:7]1[CH2:6][S:5][CH2:4][CH:3]1[O:11][CH2:2]1 |f:1.2|. Reactants: ClCC(CSCC(CCl)O)O (bis(3-chloro-2-hydroxypropyl)sulfide), aqueous solution, [OH-].[Na+] (sodium hydroxide). The solvent is C1(=CC=CC=C1)C (toluene). Run at temperature 5 celsius. The product is O1C(CSCC2CO2)C1 (bis(β-epoxypropyl)sulfide). The yield is 95.0%. Procedure: Next, bis(3-chloro-2-hydroxypropyl)sulfide described above was dripped into a reaction vessel containing a mixed solvent consisting of 410 g of toluene and 260 g of 32% aqueous solution of sodium hydroxide with the temperature of the solution in the reaction vessel being maintained at 0 to 10° C. At the point of the completion, no scum-like insoluble matter was generated. The aqueous layer was removed, and the organic layer was washed with 180 g of water three times. After that, no scum-like ins... Reactants: CCCc1nc2cc(NCc3ccccc3)ccc2n1CC(=O)OC(C)(C)C, CN(C)c1ccncc1, CCN(C(C)C)C(C)C, ClCCl, Cl, O=C(Cl)c1cccs1. The product is CCCc1nc2cc(N(Cc3ccccc3)C(=O)c3cccs3)ccc2n1CC(=O)OC(C)(C)C. RXN SMILES: [C:9]([CH3:10])([CH3:11])([CH3:12])[O:13][C:14]([CH2:15][n:16]1[c:17]([CH2:33][CH2:34][CH3:35])[n:18][c:19]2[c:20]1[cH:21][cH:22][c:23]([NH:25][CH2:26][c:27]1[cH:28][cH:29][cH:30][cH:31][cH:32]1)[cH:24]2)=[O:36].[CH3:46][N:47]([c:48]1[cH:49][cH:50][n:51][cH:52][cH:53]1)[CH3:54].[CH:37]([N:38]([CH2:39][CH3:40])[CH:41]([CH3:42])[CH3:43])([CH3:44])[CH3:45].[Cl:55][CH2:56][Cl:57].[ClH:58].[s:1]1[c:2]([C:6](=[O:7])[Cl:8])[cH:3][cH:4][cH:5]1>>[s:1]1[c:2]([C:6](=[O:7])[N:25]([c:23]2[cH:22][cH:21][c:20]3[n:16]([CH2:15][C:14]([O:13][C:9]([CH3:10])([CH3:11])[CH3:12])=[O:36])[c:17]([CH2:33][CH2:34][CH3:35])[n:18][c:19]3[cH:24]2)[CH2:26][c:27]2[cH:28][cH:29][cH:30][cH:31][cH:32]2)[cH:3][cH:4][cH:5]1. Starting materials: C1CCOC1, CB1OC(c2ccccc2)(c2ccccc2)C2CCCN12, Cc1ccccc1, Cl, CC1(C)OCc2cc(C(=O)CN=[N+]=[N-])ccc2O1. Yields the product CC1(C)OCc2cc(C(O)CN=[N+]=[N-])ccc2O1. Reaction SMILES: [CH2:48]1[O:49][CH2:50][CH2:51][CH2:52]1.[CH3:1][B:2]1[N:3]2[CH2:4][CH2:5][CH2:6][CH:7]2[C:8]([c:9]2[cH:10][cH:11][cH:12][cH:13][cH:14]2)([c:15]2[cH:16][cH:17][cH:18][cH:19][cH:20]2)[O:21]1.[CH3:41][c:42]1[cH:43][cH:44][cH:45][cH:46][cH:47]1.[ClH:40].[N:22](=[N+:23]=[N-:24])[CH2:25][C:26](=[O:27])[c:28]1[cH:29][c:30]2[c:31]([cH:38][cH:39]1)[O:32][C:33]([CH3:36])([CH3:37])[O:34][CH2:35]2>>[N:22](=[N+:23]=[N-:24])[CH2:25][CH:26]([OH:27])[c:28]1[cH:29][c:30]2[c:31]([cH:38][cH:39]1)[O:32][C:33]([CH3:36])([CH3:37])[O:34][CH2:35]2. Starting materials: formula III, 2-hydroxy-3H-6,7-dihydrocyclobutacyclohepten-3-one, OC1=CC2=C(C=NC=C2)C=CC1=O (6-hydroxy-7H-cyclohepta[c]pyridin-7-one), [(7H-7-oxobenzocyclohepten-6-yl)oxy]oxo-acetic acid methyl ester, 2-hydroxy-3H-6,7,8,9,10,11,12,13-octahydrocycloheptacyclodecen-3-one, OC=1C(C=CC=CC1)=O (2-hydroxy-2,4,6-cycloheptatrien-1-one), OC1=CC(C=CC2=C1C=CC=C2)=O (5-hydroxy-7H-benzocyclohepten-7-one), 1-hydroxy-3H-6,7,8,9,10,11-hexahydrocycloheptacycloocten-3-one. The product is C(C)OC(C(=O)OC1=CC2=C(C=NC=C2)C=CC1=O)=O ([(7-oxo-7H-cyclohepta[c]pyridin-6-yl)oxy]oxo-acetic acid ethyl ester). As a reaction SMILES: [OH:1][C:2]1[C:3](=[O:9])C=CC=CC=1.[OH:10][C:11]1C2C=CC=CC=2C=CC(=O)[CH:12]=1.[OH:23][C:24]1[C:34](=[O:35])[CH:33]=[CH:32][C:27]2[CH:28]=[N:29][CH:30]=[CH:31][C:26]=2[CH:25]=1>>[CH2:11]([O:10][C:2](=[O:1])[C:3]([O:23][C:24]1[C:34](=[O:35])[CH:33]=[CH:32][C:27]2[CH:28]=[N:29][CH:30]=[CH:31][C:26]=2[CH:25]=1)=[O:9])[CH3:12]. Procedure: In the same manner using the appropriate compound of formula III and replacing 2-hydroxy-2,4,6-cycloheptatrien-1-one with an equivalent amount of 5-hydroxy-7H-benzocyclohepten-7-one, 6-hydroxy-7H-cyclohepta[c]pyridin-7-one, 2-hydroxy-3H-6,7-dihydrocyclobutacyclohepten-3-one, 1-hydroxy-3H-6,7,8,9,10,11-hexahydrocycloheptacycloocten-3-one, and 2-hydroxy-3H-6,7,8,9,10,11,12,13-octahydrocycloheptacyclodecen-3-one, the following compounds are obtained respectively: [(7H-7-oxobenzocyclohepten-6-yl)oxy... The reactants are CC(C)O, CC(=O)ON(CCOc1ccc2c(c1)CCN(CCCc1ccc(F)cc1)C2=O)C(C)=O, [Li+], [OH-], O, O. Product: CC(=O)N(O)CCOc1ccc2c(c1)CCN(CCCc1ccc(F)cc1)C2=O. Reaction SMILES: [CH:37]([OH:38])([CH3:39])[CH3:40].[F:1][c:2]1[cH:3][cH:4][c:5]([CH2:8][CH2:9][CH2:10][N:11]2[C:12](=[O:32])[c:13]3[cH:14][cH:15][c:16]([O:21][CH2:22][CH2:23][N:24]([C:25]([CH3:26])=[O:27])[O:28][C:29](=[O:30])[CH3:31])[cH:17][c:18]3[CH2:19][CH2:20]2)[cH:6][cH:7]1.[Li+:35].[OH-:34].[OH2:33].[OH2:36]>>[F:1][c:2]1[cH:3][cH:4][c:5]([CH2:8][CH2:9][CH2:10][N:11]2[C:12](=[O:32])[c:13]3[cH:14][cH:15][c:16]([O:21][CH2:22][CH2:23][N:24]([C:25]([CH3:26])=[O:27])[OH:28])[cH:17][c:18]3[CH2:19][CH2:20]2)[cH:6][cH:7]1.